This data is from the Open Reaction Database (ORD), a public repository of structured organic reaction records. The task is: describe an organic reaction: reactants, conditions, products, and yield Starting materials: NCCc1ccccc1, Cc1ccccc1, O=C1OC(=O)c2cc([N+](=O)[O-])ccc21. Yields the product O=C1c2ccc([N+](=O)[O-])cc2C(=O)N1CCc1ccccc1. As a reaction SMILES: [CH2:15]([CH2:16][c:17]1[cH:18][cH:19][cH:20][cH:21][cH:22]1)[NH2:23].[CH3:24][c:25]1[cH:26][cH:27][cH:28][cH:29][cH:30]1.[N+:1](=[O:2])([O-:3])[c:4]1[cH:5][c:6]2[c:7]([cH:13][cH:14]1)[C:8](=[O:9])[O:10][C:11]2=[O:12]>>[N+:1](=[O:2])([O-:3])[c:4]1[cH:5][c:6]2[c:7]([cH:13][cH:14]1)[C:8](=[O:10])[N:23]([CH2:15][CH2:16][c:17]1[cH:18][cH:19][cH:20][cH:21][cH:22]1)[C:11]2=[O:12]. Reactants: ClC1=CC=C(CNC(=O)C=2C(C3=C(N(C2)C)SC(=C3C)CCl)=O)C=C1 (N-(4-chlorobenzyl)-2-(chloromethyl)-3,7-dimethyl-4-oxo-4,7-dihydrothieno[2,3-b]pyridine-5-carboxamide), OC(C1NCCC1)C1=CC=CC=C1 (2-(hydroxy(phenyl)methyl)pyrrolidine). Yields the product ClC1=CC=C(CNC(=O)C=2C(C3=C(N(C2)C)SC(=C3C)CN3[C@H](CCC3)[C@H](C3=CC=CC=C3)O)=O)C=C1 (N-(4-Chlorobenzyl)-2-(((2R*)-2-((S*)-hydroxy(phenyl)methyl)pyrrolidin-1-yl)-methyl)-3,7-dimethyl-4-oxo-4,7-dihydrothieno[2,3-b]pyridine-5-carboxamide). As a reaction SMILES: [Cl:1][C:2]1[CH:25]=[CH:24][C:5]([CH2:6][NH:7][C:8]([C:10]2[C:11](=[O:23])[C:12]3[C:19]([CH3:20])=[C:18]([CH2:21]Cl)[S:17][C:13]=3[N:14]([CH3:16])[CH:15]=2)=[O:9])=[CH:4][CH:3]=1.[OH:26][CH:27]([C:33]1[CH:38]=[CH:37][CH:36]=[CH:35][CH:34]=1)[CH:28]1[CH2:32][CH2:31][CH2:30][NH:29]1>>[Cl:1][C:2]1[CH:25]=[CH:24][C:5]([CH2:6][NH:7][C:8]([C:10]2[C:11](=[O:23])[C:12]3[C:19]([CH3:20])=[C:18]([CH2:21][N:29]4[CH2:30][CH2:31][CH2:32][C@@H:28]4[C@@H:27]([OH:26])[C:33]4[CH:38]=[CH:37][CH:36]=[CH:35][CH:34]=4)[S:17][C:13]=3[N:14]([CH3:16])[CH:15]=2)=[O:9])=[CH:4][CH:3]=1. Reported procedure: Analogous to the procedures described in Example 2, N-(4-chlorobenzyl)-2-(chloromethyl)-3,7-dimethyl-4-oxo-4,7-dihydrothieno[2,3-b]pyridine-5-carboxamide (Preparation 30) is treated with 2-(hydroxy(phenyl)methyl)pyrrolidine (Preparations 2) to afford the title compound. Starting materials: CC(C)(C)[O-], CS(C)=O, Cc1cc([N+](=O)[O-])ccc1F, O=c1[nH]cccc1C(F)(F)F, [K+], O. Product: Cc1cc([N+](=O)[O-])ccc1-n1cccc(C(F)(F)F)c1=O. As a reaction SMILES: [CH3:12][C:13]([CH3:14])([O-:15])[CH3:16].[CH3:29][S:30](=[O:31])[CH3:32].[F:18][c:19]1[c:20]([CH3:28])[cH:21][c:22]([N+:25](=[O:26])[O-:27])[cH:23][cH:24]1.[F:1][C:2]([c:3]1[c:4](=[O:9])[nH:5][cH:6][cH:7][cH:8]1)([F:10])[F:11].[K+:17].[OH2:33]>>[F:1][C:2]([c:3]1[c:4](=[O:9])[n:5](-[c:19]2[c:20]([CH3:28])[cH:21][c:22]([N+:25](=[O:26])[O-:27])[cH:23][cH:24]2)[cH:6][cH:7][cH:8]1)([F:10])[F:11]. Starting materials: CCCC(CCC)=O (4-heptanone), C(C=C)[Mg]Br (allylmagnesium bromide), ice, [NH4+].[Cl-] (NH4Cl), Cl (HCl), Mg, C(C=C)Br (allyl bromide). Run in C(C)OCC (diethyl ether), C(C)OCC (diethyl ether). Yields the product OC(CC=C)(CCC)CCC (4-hydroxy-4-propyl-1-heptene). RXN SMILES: [CH3:1][CH2:2][CH2:3][C:4](=[O:8])[CH2:5][CH2:6][CH3:7].[CH2:9]([Mg]Br)[CH:10]=[CH2:11].C(Br)C=C.[NH4+].[Cl-].Cl>C(OCC)C>[OH:8][C:4]([CH2:9][CH2:10][CH3:11])([CH2:5][CH2:6][CH3:7])[CH2:3][CH:2]=[CH2:1] |f:3.4|. Procedure details: 113 g of 4-heptanone in 1000 ml of dry diethyl ether was slowly added to a solution of allylmagnesium bromide, prepared from 36.5 g of Mg and 178 g of allyl bromide in 500 ml dry diethyl ether. After the addition the mixture was refluxed for 10 hrs. The reaction mixture was poured on a mixture of 150 g ice, 450 ml of 20% NH4Cl and 350 ml of 5M HCl. The ether phase was separated and the water phase extracted with diethyl ether (3×100 ml). The combined organic phases were then washed with a Na2CO3... The reactants are FC=1C=C(C=CC1)C(C=1C=C(C(=CC1)N)N)N1C=NC=C1 (4-[(3-fluorophenyl)(1H-imidazol-1-yl)methyl]-1,2-benzenediamine), C(C=O)=O (ethanedial). Solvent: CO (methanol). Product: FC=1C=C(C=CC1)C(C=1C=C2N=CC=NC2=CC1)N1C=NC=C1 (6-[(3-fluorophenyl)(1H-imidazol-1-yl)methyl]quinoxaline). The yield is 74.5%. As a reaction SMILES: [F:1][C:2]1[CH:3]=[C:4]([CH:8]([N:17]2[CH:21]=[CH:20][N:19]=[CH:18]2)[C:9]2[CH:10]=[C:11]([NH2:16])[C:12]([NH2:15])=[CH:13][CH:14]=2)[CH:5]=[CH:6][CH:7]=1.[CH:22](=O)[CH:23]=O>CO>[F:1][C:2]1[CH:3]=[C:4]([CH:8]([N:17]2[CH:21]=[CH:20][N:19]=[CH:18]2)[C:9]2[CH:10]=[C:11]3[C:12](=[CH:13][CH:14]=2)[N:15]=[CH:23][CH:22]=[N:16]3)[CH:5]=[CH:6][CH:7]=1. Reported procedure: A mixture of 8.1 parts of 4-[(3-fluorophenyl)(1H-imidazol-1-yl)methyl]-1,2-benzenediamine, 5 parts of ethanedial and 80 parts of methanol was stirred at reflux temperature. Upon complete reaction, the mixture was evaporated to dry and the residue was taken up in water. The product was extracted with trichloromethane. The extract was dried, filtered and evaporated. The residue was purified by column chromatography over silica gel using a mixture of dichloromethane and methanol (98:2 by volume) wa... Reactants: C(=O)(O)C1=C(C=CC=C1)SCCCCOC=1C=C2CCC(NC2=CC1)=O (6-[4-(2-carboxyphenyl-mercapto)-butoxy]-3,4-dihydro-carbostyril), OO (hydrogen peroxide). Product: C(=O)(O)C1=C(C=CC=C1)S(=O)CCCCOC=1C=C2CCC(NC2=CC1)=O (6-[4-(2-Carboxyphenyl-sulfinyl)-butoxy]-3,4-dihydro-carbostyril). Isolated yield 77.2%. RXN SMILES: [C:1]([C:4]1[CH:9]=[CH:8][CH:7]=[CH:6][C:5]=1[S:10][CH2:11][CH2:12][CH2:13][CH2:14][O:15][C:16]1[CH:17]=[C:18]2[C:23](=[CH:24][CH:25]=1)[NH:22][C:21](=[O:26])[CH2:20][CH2:19]2)([OH:3])=[O:2].[OH:27]O>>[C:1]([C:4]1[CH:9]=[CH:8][CH:7]=[CH:6][C:5]=1[S:10]([CH2:11][CH2:12][CH2:13][CH2:14][O:15][C:16]1[CH:17]=[C:18]2[C:23](=[CH:24][CH:25]=1)[NH:22][C:21](=[O:26])[CH2:20][CH2:19]2)=[O:27])([OH:3])=[O:2]. Reported procedure: Prepared analogous to Example 123 from 6-[4-(2-carboxyphenyl-mercapto)-butoxy]-3,4-dihydro-carbostyril and hydrogen peroxide. M.p.: 194°-196° C. Yield: 77.2% of theory. The reactants are FC1(COC1)C=1C(=CC(=NC1)C(=O)O)OCC(F)(F)F (5-(3-fluorooxetan-3-yl)-4-(2,2,2-trifluoroethoxy)pyridine-2-carboxylic acid), C1(CC1)C(C)(C1=NOC(=N1)C)N (1-Cyclopropyl-1-(5-methyl-[1,2,4]oxadiazol-3-yl)-ethylamine). The product is C1(CC1)C(C)(C1=NOC(=N1)C)NC(=O)C1=NC=C(C(=C1)OCC(F)(F)F)C1(COC1)F (N-[1-cyclopropyl-1-(5-methyl-1,2,4-oxadiazol-3-yl)ethyl]-5-(3-fluorooxetan-3-yl)-4-(2,2,2-trifluoroethoxy)pyridine-2-carboxamide). Reaction SMILES: [F:1][C:2]1([C:6]2[C:7]([O:15][CH2:16][C:17]([F:20])([F:19])[F:18])=[CH:8][C:9]([C:12]([OH:14])=O)=[N:10][CH:11]=2)[CH2:5][O:4][CH2:3]1.[CH:21]1([C:24]([NH2:32])([C:26]2[N:30]=[C:29]([CH3:31])[O:28][N:27]=2)[CH3:25])[CH2:23][CH2:22]1>>[CH:21]1([C:24]([NH:32][C:12]([C:9]2[CH:8]=[C:7]([O:15][CH2:16][C:17]([F:20])([F:19])[F:18])[C:6]([C:2]3([F:1])[CH2:3][O:4][CH2:5]3)=[CH:11][N:10]=2)=[O:14])([C:26]2[N:30]=[C:29]([CH3:31])[O:28][N:27]=2)[CH3:25])[CH2:23][CH2:22]1. Procedure: The title compound was synthesized in analogy to Example 112e, using 5-(3-fluorooxetan-3-yl)-4-(2,2,2-trifluoroethoxy)pyridine-2-carboxylic acid (Example 131b) and 1-Cyclopropyl-1-(5-methyl-[1,2,4]oxadiazol-3-yl)-ethylamine (CAN 1155536-64-3) as starting materials and isolated (45 mg, 39%); MS (ESI, m/z): 445.5 (M+H+).